This data is from the Open Reaction Database (ORD), a public repository of structured organic reaction records. The task is: describe an organic reaction: reactants, conditions, products, and yield As a reaction SMILES: [C:51](=[O:52])([OH:53])[O-:54].[CH:1]1([N:7]([c:8]2[cH:9][c:10]([C:14](=[O:15])[OH:16])[n:11][cH:12][n:13]2)[CH2:17][CH:18]2[CH2:19][CH2:20]2)[CH2:2][CH2:3][CH2:4][CH2:5][CH2:6]1.[CH:21]([NH:22][CH:23]([CH3:24])[CH3:25])([CH3:26])[CH3:27].[Cl:28][C:29]([O:30][CH3:31])=[O:32].[Cl:56][CH2:57][Cl:58].[NH2:33][c:34]1[cH:35][cH:36][c:37]([S:40](=[O:41])(=[O:42])[CH2:43][CH2:44][CH2:45][C:46](=[O:47])[O:48][CH2:49][CH3:50])[cH:38][cH:39]1.[Na+:55]>>[CH:1]1([N:7]([c:8]2[cH:9][c:10]([C:14](=[O:16])[NH:33][c:34]3[cH:35][cH:36][c:37]([S:40](=[O:41])(=[O:42])[CH2:43][CH2:44][CH2:45][C:46](=[O:47])[O:48][CH2:49][CH3:50])[cH:38][cH:39]3)[n:11][cH:12][n:13]2)[CH2:17][CH:18]2[CH2:19][CH2:20]2)[CH2:2][CH2:3][CH2:4][CH2:5][CH2:6]1. The reactants are O=C([O-])O, O=C(O)c1cc(N(CC2CC2)C2CCCCC2)ncn1, CC(C)NC(C)C, COC(=O)Cl, ClCCl, CCOC(=O)CCCS(=O)(=O)c1ccc(N)cc1, [Na+]. The product is CCOC(=O)CCCS(=O)(=O)c1ccc(NC(=O)c2cc(N(CC3CC3)C3CCCCC3)ncn2)cc1. Reactants: CC(C)=O, CC(C)(C)OC(=O)C(Cl)Cl, C1CCOC1, O. Product: CC(C)(C)OC(=O)C1(Cl)OC1(C)C. As a reaction SMILES: [CH3:11][C:12]([CH3:13])=[O:14].[Cl:1][CH:2]([C:3](=[O:4])[O:5][C:6]([CH3:7])([CH3:8])[CH3:9])[Cl:10].[O:16]1[CH2:17][CH2:18][CH2:19][CH2:20]1.[OH2:15]>>[C:2]1([C:3](=[O:4])[O:5][C:6]([CH3:7])([CH3:8])[CH3:9])([Cl:10])[C:12]([CH3:11])([CH3:13])[O:14]1. Reactants: C(C)(C)(C)OC(=O)N1CCC(CC1)=O (4-Oxo-piperidine-1-carboxylic acid tert-butyl ester), C(C)(C)(C)O[K] (tBuOK), O (water), [I-].ClCC[S+](C)C ((2-chloro-ethyl)-dimethyl-sulfonium iodide). Run in CC(C)(C)O (tBuOH), C(Cl)Cl (CH2Cl2). Reaction conditions: time 16 hour. Yields the product C(C)(C)(C)OC(=O)N1CC2(CC2)C(CC1)=O (8-Oxo-5-aza-spiro[2.5]octane-5-carboxylic acid tert-butyl ester). Isolated yield 17.8%. RXN SMILES: [C:1]([O:5][C:6]([N:8]1[CH2:13][CH2:12][C:11](=[O:14])[CH2:10][CH2:9]1)=[O:7])([CH3:4])([CH3:3])[CH3:2].[C:15](O[K])(C)(C)[CH3:16].[I-].ClCC[S+](C)C.O>CC(O)(C)C.C(Cl)Cl>[C:1]([O:5][C:6]([N:8]1[CH2:9][CH2:10][C:11](=[O:14])[C:12]2([CH2:16][CH2:15]2)[CH2:13]1)=[O:7])([CH3:4])([CH3:2])[CH3:3] |f:2.3|. Procedure details: 4-Oxo-piperidine-1-carboxylic acid tert-butyl ester (1.0 g, 5 mmol) was dissolved in tBuOH (10 ml) with tBuOK (1.1 g, 10 mmol) and stirred for 15 minutes before portionwise addition of (2-chloro-ethyl)-dimethyl-sulfonium iodide (Tet. Lett. 1984, 25, 5501) (1.1 g, 5 mmol) over 1 h. The reaction was stirred for 16 h after which time it was partioned between water and CH2Cl2, the organic collected, dried (Na2SO4) and concentrated. Flash column chromatography (EtOAc:n-heptane 1:9-3:7) afforded the t...